Dataset: the Open Reaction Database (ORD), a public repository of structured organic reaction records. Task: describe an organic reaction: reactants, conditions, products, and yield Starting materials: CI.C(C)C=1C=NC(=NC1)N1CCC(CC1)NC([C@H](CCSC)NC(OC(C)(C)C)=O)=O ((S)-tert-butyl 1-(1-(5-ethylpyrimidin-2-yl)piperidin-4-ylamino)-4-(methylthio)-1-oxobutan-2-ylcarbamate methyliodide), [H-].[Na+] (NaH), oil, CN(C)C=O (DMF), [Cl-].[NH4+] (ammonium chloride). The solvent is C(Cl)Cl (CH2Cl2). Reaction conditions: time 5 minute. Yields the product C(C)C=1C=NC(=NC1)N1CCC(CC1)N1C([C@H](CC1)NC(OC(C)(C)C)=O)=O ((S)-tert-butyl 1-(1-(5-ethylpyrimidin-2-yl)piperidin-4-yl)-2-oxopyrrolidin-3-ylcarbamate). Isolated yield 68.3%. As a reaction SMILES: CI.[CH2:3]([C:5]1[CH:6]=[N:7][C:8]([N:11]2[CH2:16][CH2:15][CH:14]([NH:17][C:18](=[O:32])[C@@H:19]([NH:24][C:25](=[O:31])[O:26][C:27]([CH3:30])([CH3:29])[CH3:28])[CH2:20][CH2:21]SC)[CH2:13][CH2:12]2)=[N:9][CH:10]=1)[CH3:4].[H-].[Na+].CN(C=O)C.[Cl-].[NH4+]>C(Cl)Cl>[CH2:3]([C:5]1[CH:6]=[N:7][C:8]([N:11]2[CH2:16][CH2:15][CH:14]([N:17]3[CH2:21][CH2:20][C@H:19]([NH:24][C:25](=[O:31])[O:26][C:27]([CH3:30])([CH3:29])[CH3:28])[C:18]3=[O:32])[CH2:13][CH2:12]2)=[N:9][CH:10]=1)[CH3:4] |f:0.1,2.3,5.6|. Procedure details: To a solution of (S)-tert-butyl 1-(1-(5-ethylpyrimidin-2-yl)piperidin-4-ylamino)-4-(methylthio)-1-oxobutan-2-ylcarbamate methyliodide (7 g, 12 mmol) in CH2Cl2 (70 mL) was added 60% NaH in oil (580 mg, 14 mmol). After 5 minutes, DMF (7 mL) was added and the mixture stirred at ambient temperature for 1 hour. The mixture was poured into saturated ammonium chloride (70 mL) and the solution was extracted with CH2Cl2 (3×100 mL). The combined organic layers were washed with brine, dried over MgSO4, fil...